From a dataset of the Open Reaction Database (ORD), a public repository of structured organic reaction records. describe an organic reaction: reactants, conditions, products, and yield The reactants are FC(C(=O)O)(F)F.C1CC12CCNCC2 (6-azaspiro[2.5]octane trifluoroacetate), CCN(C(C)C)C(C)C (DIPEA), FC(C[C@@H](C(=O)OC)N=C=O)(C)F (methyl (S)-4,4-difluoro-2-isocyanatopentanoate). Solvent: ClC(C)Cl (dichloroethane), ClC(C)Cl (dichloroethane), ClCCl (dichloromethane). Conditions: time 8 hour. The product is C1CC12CCN(CC2)C(=O)N[C@H](C(=O)OC)CC(C)(F)F (Methyl (S)-2-[(6-azaspiro[2.5]octane-6-carbonyl)amino]-4,4-difluoropentanoate). RXN SMILES: FC(F)(F)C(O)=O.[CH2:8]1[C:10]2([CH2:15][CH2:14][NH:13][CH2:12][CH2:11]2)[CH2:9]1.CCN(C(C)C)C(C)C.[F:25][C:26]([F:37])([CH3:36])[CH2:27][C@H:28]([N:33]=[C:34]=[O:35])[C:29]([O:31][CH3:32])=[O:30]>ClC(Cl)C.ClCCl>[CH2:9]1[C:10]2([CH2:15][CH2:14][N:13]([C:34]([NH:33][C@@H:28]([CH2:27][C:26]([F:25])([F:37])[CH3:36])[C:29]([O:31][CH3:32])=[O:30])=[O:35])[CH2:12][CH2:11]2)[CH2:8]1 |f:0.1|. Reported procedure: A solution of 0.75 g of 6-azaspiro[2.5]octane trifluoroacetate (3.30 mmol, 1 eq.) and 0.75 ml of DIPEA (1.3 eq.) in 6 ml of dichloroethane was added under argon to a solution of 0.65 g of methyl (S)-4,4-difluoro-2-isocyanatopentanoate (3.36 mmol) in 4 ml of dichloroethane. The reaction mixture was stirred at RT overnight. The mixture was diluted with 10 ml of dichloromethane and washed with saturated NaHCO3 solution. The organic phase was dried over MgSO4 and then concentrated under reduced pres... Starting materials: CC(C=O)(C)C1=NOC(=C1)NC(C(C)(S(=O)(=O)C1CCOCC1)C)=O (N-[3-(1,1-dimethyl-2-oxo-ethyl)-isoxazol-5-yl]-2-methyl-2-(tetrahydro-pyran-4-sulfonyl)-propionamide), COC1=CC=C(CN)C=C1 (4-methoxybenzylamine), C(C)(=O)O[BH-](OC(C)=O)OC(C)=O (triacetoxyborohydride). Solvent: C1CCOC1 (THF). Reaction conditions: time 18 hour. Yields the product COC1=CC=C(CNCC(C)(C)C2=NOC(=C2)NC(C(C)(S(=O)(=O)C2CCOCC2)C)=O)C=C1 (N-{3-[2-(4-Methoxy-benzylamino)-1,1-dimethyl-ethyl]-isoxazol-5-yl}-2-methyl-2-(tetrahydro-pyran-4-sulfonyl)-propionamide). Yield: 83.0%. Reaction SMILES: [CH3:1][C:2]([C:6]1[CH:10]=[C:9]([NH:11][C:12](=[O:25])[C:13]([CH3:24])([S:15]([CH:18]2[CH2:23][CH2:22][O:21][CH2:20][CH2:19]2)(=[O:17])=[O:16])[CH3:14])[O:8][N:7]=1)([CH3:5])[CH:3]=O.[CH3:26][O:27][C:28]1[CH:35]=[CH:34][C:31]([CH2:32][NH2:33])=[CH:30][CH:29]=1.C(O[BH-](OC(=O)C)OC(=O)C)(=O)C>C1COCC1>[CH3:26][O:27][C:28]1[CH:35]=[CH:34][C:31]([CH2:32][NH:33][CH2:5][C:2]([C:6]2[CH:10]=[C:9]([NH:11][C:12](=[O:25])[C:13]([CH3:24])([S:15]([CH:18]3[CH2:19][CH2:20][O:21][CH2:22][CH2:23]3)(=[O:16])=[O:17])[CH3:14])[O:8][N:7]=2)([CH3:1])[CH3:3])=[CH:30][CH:29]=1. Reported procedure: To a solution of N-[3-(1,1-dimethyl-2-oxo-ethyl)-isoxazol-5-yl]-2-methyl-2-(tetrahydro-pyran-4-sulfonyl)-propionamide (130 mg, 0.35 mmol) in THF (2 mL) is added 4-methoxybenzylamine (0.055 mL, 0.42 mmol) and 2.7 mmol/g of MP-triacetoxyborohydride (323 mg, 0.87 mmol). The reaction mixture is placed on a shaker for 18 h. After this time, the reaction mixture is filtered and the filtrate is concentrated under reduced pressure. Purification by flash chromatography on silica gel using methanol/DCM pr... Starting materials: N#Cc1ccc(Br)cc1, CC(C)(C)OC(=O)N1CCC(N)CC1, Cc1ccccc1, O=C(C=Cc1ccccc1)C=Cc1ccccc1, O=C(C=Cc1ccccc1)C=Cc1ccccc1, O=C(C=Cc1ccccc1)C=Cc1ccccc1, [Pd], [Pd]. The product is CC(C)(C)OC(=O)N1CCC(Nc2ccc(C#N)cc2)CC1. RXN SMILES: [Br:15][c:16]1[cH:17][cH:18][c:19]([C:20]#[N:21])[cH:22][cH:23]1.[C:1]([CH3:2])([CH3:3])([CH3:4])[O:5][C:6](=[O:7])[N:8]1[CH2:9][CH2:10][CH:11]([NH2:14])[CH2:12][CH2:13]1.[CH3:80][c:81]1[cH:82][cH:83][cH:84][cH:85][cH:86]1.[O:26]=[C:27]([CH:28]=[CH:29][c:30]1[cH:31][cH:32][cH:33][cH:34][cH:35]1)[CH:36]=[CH:37][c:38]1[cH:39][cH:40][cH:41][cH:42][cH:43]1.[O:44]=[C:45]([CH:46]=[CH:47][c:48]1[cH:49][cH:50][cH:51][cH:52][cH:53]1)[CH:54]=[CH:55][c:56]1[cH:57][cH:58][cH:59][cH:60][cH:61]1.[O:62]=[C:63]([CH:64]=[CH:65][c:66]1[cH:67][cH:68][cH:69][cH:70][cH:71]1)[CH:72]=[CH:73][c:74]1[cH:75][cH:76][cH:77][cH:78][cH:79]1.[Pd:24].[Pd:25]>>[C:1]([CH3:2])([CH3:3])([CH3:4])[O:5][C:6](=[O:7])[N:8]1[CH2:9][CH2:10][CH:11]([NH:14][c:16]2[cH:17][cH:18][c:19]([C:20]#[N:21])[cH:22][cH:23]2)[CH2:12][CH2:13]1. Starting materials: C(CC(=O)C)(=O)OCC (ethyl acetoacetate), C1(O)=CC(O)=CC=C1 (resorcinol), C(CC(=O)C)(=O)OCC (ethyl acetoacetate), C1(O)=CC(O)=CC=C1 (resorcinol). The solvent is C=1(C(=CC=CC1)C)C (xylene). Reaction conditions: temperature 120 celsius. Product: OC1=CC=C2C(=CC(OC2=C1)=O)C (7-hydroxy-4-methyl coumarine). Reaction SMILES: [C:1]1([CH:8]=[CH:7][CH:6]=[C:4]([OH:5])[CH:3]=1)[OH:2].[C:9](OCC)(=[O:14])[CH2:10][C:11]([CH3:13])=O>C1(C)C(C)=CC=CC=1>[OH:2][C:1]1[CH:3]=[C:4]2[C:6]([C:11]([CH3:13])=[CH:10][C:9](=[O:14])[O:5]2)=[CH:7][CH:8]=1. Procedure: To a 2 liter flask, a reaction mixture of 55 g (0.5 mole) resorcinol, 71.5 g (1.3 mole) ethyl acetoacetate, 200 g xylene, and 10 g Amberlyst 15 (Rohm and Haas) ion exchange resin catalyst was charged. With heating to a strong reflux at 110-130° C., a Von Pechman condensation reaction was carried out between resorcinol and ethyl acetoacetate to yield 7-hydroxy-4-methyl coumarine product. Yields the product COC(C=C[C@@H](C)C1=CC[C@H]2[C@@H]3CC=C4C[C@H](C[C@@H]([C@]4(C)[C@H]3CC[C@]12C)OC(C)=O)OC(C)=O)=O (1α,3β-diacetyloxychola-5,16,22-trien-24-oic acid methyl ester). The reactants are ice, P(=O)(O)(O)[O-].[Na+] (sodium dihydrogen phosphate), C(C)(=O)O[C@H]1C[C@@H](CC2=CC[C@H]3[C@@H]4CC/C(=C/C)/[C@]4(CC[C@@H]3[C@@]12C)C)OC(C)=O (Z-pregna-5,17(20)-diene-1α,3β-diol diacetate), C(C#C)(=O)OC (methyl propiolate), [Cl-].[Cl-].C(C)[Al+2] (ethylaluminum dichloride). Run at time 1.75 hour. As a reaction SMILES: [C:1]([O:5][CH3:6])(=[O:4])[C:2]#[CH:3].[Cl-].[Cl-].C([Al+2])C.[C:12]([O:15][C@@H:16]1[C@@:34]2([CH3:35])[C:20](=[CH:21][CH2:22][C@@H:23]3[C@@H:33]2[CH2:32][CH2:31][C@@:30]2([CH3:36])[C@H:24]3[CH2:25][CH2:26]/[C:27]/2=[CH:28]/[CH3:29])[CH2:19][C@@H:18]([O:37][C:38](=[O:40])[CH3:39])[CH2:17]1)(=[O:14])[CH3:13].P([O-])(O)(O)=O.[Na+]>C1(C)C=CC=CC=1.C(Cl)Cl.C(OCC)(=O)C>[CH3:6][O:5][C:1](=[O:4])[CH:2]=[CH:3][C@H:28]([C:27]1[C@:30]2([CH3:36])[C@H:24]([C@H:23]3[C@H:33]([CH2:32][CH2:31]2)[C@:34]2([CH3:35])[C:20]([CH2:19][C@@H:18]([O:37][C:38](=[O:40])[CH3:39])[CH2:17][C@@H:16]2[O:15][C:12](=[O:14])[CH3:13])=[CH:21][CH2:22]3)[CH2:25][CH:26]=1)[CH3:29] |f:1.2.3,5.6|. Yield: 88.7%. Run in C(C)(=O)OCC (ethyl acetate), C(Cl)Cl (methylene chloride), C1(=CC=CC=C1)C (toluene), C(Cl)Cl (methylene chloride). Reported procedure: To a magnetically-stirred solution of 3.9 ml (45 mmol) of methyl propiolate and 150 ml of dry methylene chloride under an argon atmosphere was added by syringe 58 ml (107 mmol) of 25% ethylaluminum dichloride in toluene, followed as rapidly as possible by a solution of 12.0 g (30 mmol) of Z-pregna-5,17(20)-diene-1α,3β-diol diacetate in 150 ml of dry methylene chloride. The temperature rose to 35° after the catalyst addition. After 1.75 hr., the yellow reaction solution was poured into a well-sti...